Dataset: the Open Reaction Database (ORD), a public repository of structured organic reaction records. Task: describe an organic reaction: reactants, conditions, products, and yield The reactants are P(O)(=O)(N)O[C@H]1[C@H]([C@@H](O[C@@H]1CO)N1C=NC=2C(=O)NC(N)=NC12)O (guanosine-3'-monophosphoramidate), P(O)(O)(O)=O (phosphoric acid). Solvent: N1=CC=CC=C1 (pyridine). Reaction conditions: time 4 day. Product: P(O)(=O)(OP(=O)(O)O)O[C@H]1[C@H]([C@@H](O[C@@H]1CO)N1C=NC=2C(=O)NC(N)=NC12)O (guanosine-3'-diphosphate). RXN SMILES: [P:1]([O:5][C@@H:6]1[C@@H:10]([CH2:11][OH:12])[O:9][C@@H:8]([N:13]2[C:23]3[N:22]=[C:20]([NH2:21])[NH:19][C:17](=[O:18])[C:16]=3[N:15]=[CH:14]2)[C@@H:7]1[OH:24])(N)(=[O:3])[OH:2].[P:25](=[O:29])([OH:28])([OH:27])[OH:26]>N1C=CC=CC=1>[P:1]([O:5][C@@H:6]1[C@@H:10]([CH2:11][OH:12])[O:9][C@@H:8]([N:13]2[C:23]3[N:22]=[C:20]([NH2:21])[NH:19][C:17](=[O:18])[C:16]=3[N:15]=[CH:14]2)[C@@H:7]1[OH:24])([O:27][P:25]([OH:29])([OH:28])=[O:26])(=[O:3])[OH:2]. Reported procedure: A mixture of 0.35 millimoles of the guanosine-3'-monophosphoramidate and 1.5 millimoles of inorganic phosphoric acid was dissolved in 2.0 ml of dried pyridine, the solution was left to stand at room temperature for a period of 3 or 4 days, the undissolved matter was filtered off, and the filtrate was concentrated under vacuum to remove the pyridine. The residue was dissolved in 25 ml of an aqueous solution that contained 1 g of sodium acetate, the solution was adjusted to a pH of 7.0 with sodium... The reactants are [H-].[Na+] (Sodium hydride), FC1=C(C=O)C=CC=C1O (2-Fluoro-3-hydroxybenzaldehyde), C(C1=CC=CC=C1)Br (Benzyl bromide). The solvent is CN(C=O)C (dimethylformamide). The product is FC1=C(C=O)C=CC=C1OCC1=CC=CC=C1 (2-Fluoro-3-benzyloxy benzaldehyde). RXN SMILES: [F:1][C:2]1[C:9]([OH:10])=[CH:8][CH:7]=[CH:6][C:3]=1[CH:4]=[O:5].[H-].[Na+].[CH2:13](Br)[C:14]1[CH:19]=[CH:18][CH:17]=[CH:16][CH:15]=1>CN(C)C=O>[F:1][C:2]1[C:9]([O:10][CH2:13][C:14]2[CH:19]=[CH:18][CH:17]=[CH:16][CH:15]=2)=[CH:8][CH:7]=[CH:6][C:3]=1[CH:4]=[O:5] |f:1.2|. Reported procedure: 2-Fluoro-3-hydroxybenzaldehyde (16.49 g) was dissolved in dimethylformamide (200 ml) and stirred under an argon atmosphere. Sodium hydride was added (60% in mineral oil, 5.18 g) and the mixture was stirred for 30 minutes. Benzyl bromide was added (16.8 ml) and the mixture was stirred overnight. Reaction mixture was concentrated in vacuo and the resulting residue was partitioned between diethyl ether (200 ml) and water (200 ml). Combined organic extracts were washed with water (400 ml), dried (Mg... Reactants: solid, Cl.Cl.O1CCC2=C1C=CC=C2C2CCN(CC2)CC[C@@H]2CC[C@H](CC2)N (trans-4-{2-[4-(2,3-dihydro-benzofuran-4-yl)-piperidin-1-yl]-ethyl}-cyclohexylamine dihydrochloride), Cl.Cl.O1CCC2=C1C=CC=C2C2CCN(CC2)CC[C@@H]2CC[C@H](CC2)N (trans-4-{2-[4-(2,3-dihydro-benzofuran-4-yl)-piperidin-1-yl]-ethyl}-cyclohexylamine dihydrochloride), C(CCC)(=O)O (butyric acid). Yields the product O1CCC2=C1C=CC=C2C2CCN(CC2)CC[C@@H]2CC[C@H](CC2)NC(CCC)=O (trans-N-(4-{2-[4-(2,3-Dihydro-benzofuran-4-yl)-piperidin-1-yl]-ethyl}-cyclohexyl)-butyramide). Reaction SMILES: Cl.Cl.[O:3]1[C:7]2[CH:8]=[CH:9][CH:10]=[C:11]([CH:12]3[CH2:17][CH2:16][N:15]([CH2:18][CH2:19][C@H:20]4[CH2:25][CH2:24][C@H:23]([NH2:26])[CH2:22][CH2:21]4)[CH2:14][CH2:13]3)[C:6]=2[CH2:5][CH2:4]1.[C:27](O)(=[O:31])[CH2:28][CH2:29][CH3:30]>>[O:3]1[C:7]2[CH:8]=[CH:9][CH:10]=[C:11]([CH:12]3[CH2:17][CH2:16][N:15]([CH2:18][CH2:19][C@H:20]4[CH2:21][CH2:22][C@H:23]([NH:26][C:27](=[O:31])[CH2:28][CH2:29][CH3:30])[CH2:24][CH2:25]4)[CH2:14][CH2:13]3)[C:6]=2[CH2:5][CH2:4]1 |f:0.1.2|. Reported procedure: The title compound, white solid (76 mg, 77%), MS (ISP) m/z=399.3 [(M+H)+], mp 196° C., was prepared in accordance with the general method of example 1 from trans-4-{2-[4-(2,3-dihydro-benzofuran-4-yl)-piperidin-1-yl]-ethyl}-cyclohexylamine dihydro chloride (intermediate B) (100 mg, 0.25 mmol) and butyric acid. The reactants are FC(C(O)(C(F)(F)F)C(F)(F)F)(F)F (2,2,2-trifluoro-1,1-bis(trifluoromethyl)ethanol), C(CCC)[Li] (butyllithium). Run in CCCCCC (hexane), CCCCCC (hexane). Product: FC(C([O-])(C(F)(F)F)C(F)(F)F)(F)F.[Li+] (lithium 2,2,2-trifluoro-1,1-bis(trifluoromethyl)ethoxide). Yield: 88.0%. As a reaction SMILES: [F:1][C:2]([F:14])([F:13])[C:3]([C:9]([F:12])([F:11])[F:10])([C:5]([F:8])([F:7])[F:6])[OH:4].C([Li:19])CCC>CCCCCC>[F:1][C:2]([F:13])([F:14])[C:3]([C:5]([F:7])([F:8])[F:6])([C:9]([F:12])([F:11])[F:10])[O-:4].[Li+:19] |f:3.4|. Reported procedure: A stirred mixture of 11.8 g (0.05 mol) of 2,2,2-trifluoro-1,1-bis(trifluoromethyl)ethanol in 40 ml of hexane was cooled to -10°, and 0.05 mol of butyllithium in hexane (1.6 M) was added dropwise. The reaction mixture was warmed to 25°, and the solid precipitate was collected on a filter and dried under a stream of dry nitrogen to give 10.69 g (88% of lithium 2,2,2-trifluoro-1,1-bis(trifluoromethyl)ethoxide, mp 139° to 141° (dec.). Reactants: C[Si](C)(C)CCC(=O)O, ClCCCl, O=S(Cl)Cl. Yields the product C[Si](C)(C)CCC(=O)O, [Cl-]. As a reaction SMILES: [CH3:5][Si:6]([CH2:7][CH2:8][C:9](=[O:10])[OH:11])([CH3:12])[CH3:13].[Cl:14][CH2:15][CH2:16][Cl:17].[S:1]([Cl:2])([Cl:3])=[O:4]>>[CH3:5][Si:6]([CH2:7][CH2:8][C:9](=[O:10])[OH:11])([CH3:12])[CH3:13].[Cl-:3]. The reactants are CC(C)C[Al+]CC(C)C, C=CCN1NC(C)=C2N=C(c3ccccc3Cl)c3cc(Cl)c(OC)cc3N=C21, [H-], COc1cc(N)c(C(=O)c2ccccc2Cl)cc1Cl, C=CCn1nc(C)c(N)c1Cl. Product: COc1cc2c(cc1Cl)C(c1ccccc1Cl)=NC1=C(C)NNC1=N2. Reaction SMILES: [CH2:60]([Al+:61][CH2:62][CH:63]([CH3:64])[CH3:65])[CH:66]([CH3:67])[CH3:68].[Cl:31][c:32]1[c:33]([O:57][CH3:58])[cH:34][c:35]2[c:36]([cH:56]1)[C:37]([c:49]1[c:50]([Cl:55])[cH:51][cH:52][cH:53][cH:54]1)=[N:38][C:39]1=[C:44]([CH3:45])[NH:43][N:42]([CH2:46][CH:47]=[CH2:48])[C:40]1=[N:41]2.[H-:59].[NH2:1][c:2]1[cH:3][c:4]([O:5][CH3:6])[c:7]([Cl:8])[cH:9][c:10]1[C:11]([c:12]1[cH:13][cH:14][cH:15][cH:16][c:17]1[Cl:18])=[O:19].[NH2:20][c:21]1[c:22]([CH3:23])[n:24][n:25]([CH2:26][CH:27]=[CH2:28])[c:29]1[Cl:30]>>[Cl:31][c:32]1[c:33]([O:57][CH3:58])[cH:34][c:35]2[c:36]([cH:56]1)[C:37]([c:49]1[c:50]([Cl:55])[cH:51][cH:52][cH:53][cH:54]1)=[N:38][C:39]1=[C:44]([CH3:45])[NH:43][NH:42][C:40]1=[N:41]2. Reactants: Intermediate 6, BrC1=C2C(=NC(=C1)Cl)NC=C2 (4-bromo-6-chloro-1H-pyrrolo[2,3-b]pyridine), C(C)N1N=C(C(=C1)B1OC(C(O1)(C)C)(C)C)C1=CC=C(C=C1)[N+](=O)[O-] (1-ethyl-3-(4-nitrophenyl)-4-(4,4,5,5-tetramethyl-1,3,2-dioxaborolan-2-yl)-1H-pyrazole). Product: ClC1=CC(=C2C(=N1)NC=C2)C=2C(=NN(C2)CC)C2=CC=C(C=C2)[N+](=O)[O-] (6-chloro-4-[1-ethyl-3-(4-nitrophenyl)-1H-pyrazol-4-yl]-1H-pyrrolo[2,3-b]pyridine). RXN SMILES: Br[C:2]1[CH:7]=[C:6]([Cl:8])[N:5]=[C:4]2[NH:9][CH:10]=[CH:11][C:3]=12.[CH2:12]([N:14]1[CH:18]=[C:17](B2OC(C)(C)C(C)(C)O2)[C:16]([C:28]2[CH:33]=[CH:32][C:31]([N+:34]([O-:36])=[O:35])=[CH:30][CH:29]=2)=[N:15]1)[CH3:13]>>[Cl:8][C:6]1[N:5]=[C:4]2[NH:9][CH:10]=[CH:11][C:3]2=[C:2]([C:17]2[C:16]([C:28]3[CH:33]=[CH:32][C:31]([N+:34]([O-:36])=[O:35])=[CH:30][CH:29]=3)=[N:15][N:14]([CH2:12][CH3:13])[CH:18]=2)[CH:7]=1. Reported procedure: Following the procedure described for Intermediate 6 with 4-bromo-6-chloro-1H-pyrrolo[2,3-b]pyridine and 1-ethyl-3-(4-nitrophenyl)-4-(4,4,5,5-tetramethyl-1,3,2-dioxaborolan-2-yl)-1H-pyrazole afforded the title compound. ESMS [M+H]+: 368.2 The reactants are C(=C)(C)C1=NC(=CC=C1)C(F)(F)F (2-isopropenyl-6-trifluoromethylpyridine), ClN1C(CCC1=O)=O (N-chlorosuccinimide), C1=CC=CC=C1 (benzene). The solvent is CCCCCC (n-hexane). Conditions: temperature 80 celsius, time 7 hour. Yields the product ClCC(=C)C1=NC(=CC=C1)C(F)(F)F (2-(1-chloromethylvinyl)-6-trifluoromethylpyridine). Isolated yield 42.2%. RXN SMILES: [C:1]([C:4]1[CH:9]=[CH:8][CH:7]=[C:6]([C:10]([F:13])([F:12])[F:11])[N:5]=1)([CH3:3])=[CH2:2].[Cl:14]N1C(=O)CCC1=O.C1C=CC=CC=1>CCCCCC>[Cl:14][CH2:2][C:1]([C:4]1[CH:9]=[CH:8][CH:7]=[C:6]([C:10]([F:13])([F:11])[F:12])[N:5]=1)=[CH2:3]. Procedure: A mixture of 11.0 g of 2-isopropenyl-6-trifluoromethylpyridine, 8.7 g of N-chlorosuccinimide and 25 ml of benzene was stirred at 80° C. for 7 hours. After the reaction mixture was cooled to room temperature, 50 ml of n-hexane was added thereto to remove the insoluble matter through filtration. After distilling off the solvent, the residue was purified by silica gel column chromatography (eluted with n-hexane then n-hexane-ethyl acetate 20:1) to obtain 5.5 g of the objective compound. Starting materials: O(C1=CC=CC=C1)CC=1N=C(SC1)NC(C)=O (N-(4-phenoxymethyl-thiazol-2-yl)-acetamide), Cl (HCl). Solvent: C1CCOC1 (THF). Run at temperature 60 celsius, time 8 hour. Yields the product O(C1=CC=CC=C1)CC=1N=C(SC1)N (4-phenoxymethyl-thiazol-2-ylamine). Isolated yield 106.1%. As a reaction SMILES: [O:1]([CH2:8][C:9]1[N:10]=[C:11]([NH:14]C(=O)C)[S:12][CH:13]=1)[C:2]1[CH:7]=[CH:6][CH:5]=[CH:4][CH:3]=1.Cl>C1COCC1>[O:1]([CH2:8][C:9]1[N:10]=[C:11]([NH2:14])[S:12][CH:13]=1)[C:2]1[CH:7]=[CH:6][CH:5]=[CH:4][CH:3]=1. Procedure: To a solution of N-(4-phenoxymethyl-thiazol-2-yl)-acetamide (40 mg, 0.16 mmol) in THF (2 ml) was added 6N HCl (2 ml). The reaction was heated at 60° C. for 3 hours following by stirring at room temperature overnight and then heated at 60° C. for additional 3 hours. The solution was concentrated to afford 4-phenoxymethyl-thiazol-2-ylamine (HCl salt) as a brown viscous oil (35 mg, 90% ). LC/MS m/z 207.09 (M+1)+; HPLC Rt: 1.137 min